From a dataset of the Open Reaction Database (ORD), a public repository of structured organic reaction records. describe an organic reaction: reactants, conditions, products, and yield Starting materials: II (iodine), mixture, CC(CCCCCC)=O (octan-2-one), BrCC(=O)OCC (ethyl bromoacetate), ketone, ice. Reagents/catalysts: [Zn] (zinc). The solvent is C1=CC=CC=C1 (benzene), C1=CC=CC=C1 (benzene). Product: CC(CC(=O)OCC)(CCCCCC)O (ethyl 3-methyl-3-hydroxynonanoate). Yield: 53.9%. As a reaction SMILES: II.[CH3:3][C:4](=[O:11])[CH2:5][CH2:6][CH2:7][CH2:8][CH2:9][CH3:10].Br[CH2:13][C:14]([O:16][CH2:17][CH3:18])=[O:15]>C1C=CC=CC=1.[Zn]>[CH3:3][C:4]([OH:11])([CH2:5][CH2:6][CH2:7][CH2:8][CH2:9][CH3:10])[CH2:13][C:14]([O:16][CH2:17][CH3:18])=[O:15]. Reported procedure: To a slurry of zinc (65.0 g, 1.0 mol) in benzene (100 ml), containing a small crystal of iodine, refluxed with stirring, was added carefully 60 ml of mixture of octan-2-one (76.8 g, 0.6 mol), ethyl bromoacetate (167.0 g, 1.0 mol) and benzene (100 ml). After initiation of the reaction, the rest of the reaction mixture was added at such a rate that reflux was maintained. After complete addition of the ketone mixture the resultant reaction mixture was boiled at reflux for a further 1 hr. The mixtur... The reactants are C(C)(C)(C)OC(=O)N1CCC(CC1)C1=C(C(=NN1)OC)C (1-tert-butoxycarbonyl-4-(3-methoxy-4-methyl-(1H)-pyrazol-5-yl)piperidine), [H-].[Na+] (NaH), C(C)I (ethyliodide). Solvent: CN(C)C=O (DMF). Reaction conditions: time 50 minute. Product: C(C)(C)(C)OC(=O)N1CCC(CC1)C1=C(C(=NN1CC)OC)C (1-tert-Butoxycarbonyl-4-(1-ethyl-3-methoxy-4-methyl-(1H)-pyrazol-5-yl)piperidine). As a reaction SMILES: [C:1]([O:5][C:6]([N:8]1[CH2:13][CH2:12][CH:11]([C:14]2[NH:18][N:17]=[C:16]([O:19][CH3:20])[C:15]=2[CH3:21])[CH2:10][CH2:9]1)=[O:7])([CH3:4])([CH3:3])[CH3:2].[H-].[Na+].[CH2:24](I)[CH3:25]>CN(C=O)C>[C:1]([O:5][C:6]([N:8]1[CH2:13][CH2:12][CH:11]([C:14]2[N:18]([CH2:24][CH3:25])[N:17]=[C:16]([O:19][CH3:20])[C:15]=2[CH3:21])[CH2:10][CH2:9]1)=[O:7])([CH3:4])([CH3:3])[CH3:2] |f:1.2|. Reported procedure: A solution of 30 mg (0.10 mmol) of 1-tert-butoxycarbonyl-4-(3-methoxy-4-methyl-(1H)-pyrazol-5-yl)piperidine (from Step D) in 1 mL of DMF at 0° C. was treated with 3.5 mg (0.15 mmol) of 95% NaH and 0.012 mL (0.15 mmol) of ethyliodide. After 50 minutes, the reaction was partitioned between 25 mL of EtOAc and 25 mL of brine. The organic layer was dried over Na2SO4 and concentrated. The residue was purified by flash chromatography using 99:1 v/v CH2Cl2/acetone, 98:2 v/v CH2Cl2/acetone and 97:3 v/v C... The reactants are C(CCC)(=O)C=1C=NC2=CC(=CC=C2C1NC1=C(C=CC=C1)C)CC(C1=CC=CC=C1)=O (3-butyryl-4-(2-methylphenylamino)-7-benzoylmethylquinoline), CO (methanol), [OH-].[Na+] (sodium hydroxide). Run at time 18 hour. The product is C(CCC)(=O)C=1C=NC2=CC(=CC=C2C1NC1=C(C=CC=C1)C)CO (3-butyryl-4-(2-methylphenylamino)-7-hydroxymethylquinoline). RXN SMILES: [C:1]([C:6]1[CH:7]=[N:8][C:9]2[C:14]([C:15]=1[NH:16][C:17]1[CH:22]=[CH:21][CH:20]=[CH:19][C:18]=1[CH3:23])=[CH:13][CH:12]=[C:11](CC(=O)C1C=CC=CC=1)[CH:10]=2)(=[O:5])[CH2:2][CH2:3][CH3:4].[OH-:33].[Na+].[CH3:35]O>>[C:1]([C:6]1[CH:7]=[N:8][C:9]2[C:14]([C:15]=1[NH:16][C:17]1[CH:22]=[CH:21][CH:20]=[CH:19][C:18]=1[CH3:23])=[CH:13][CH:12]=[C:11]([CH2:35][OH:33])[CH:10]=2)(=[O:5])[CH2:2][CH2:3][CH3:4] |f:1.2|. Procedure: To a stirring suspension of 3-butyryl-4-(2-methylphenylamino)-7-benzoylmethylquinoline (2.74 g, 6.25 mmol) in methanol (25 ml) was added 2 N sodium hydroxide (6.24 ml). Stirring was continued for 18 hours, then the solvent evaporated in vacuo and the residue treated with water and extracted with chloroform. The combined extracts were dried (Na2SO4) and evaporated to a solid, which was purified by column chromatography (silica, chloroform-methanol) to give the title compound (1.31 g) m.p. 176°-8°... The reactants are C1CCOC1, COC(=O)c1ccccc1NC(=O)C=Cc1ccc2c(c1)C(C)(C)CCC2(C)C, CO, Cl, O. Product: CC1(C)CCC(C)(C)c2cc(C=CC(=O)Nc3ccccc3C(=O)O)ccc21. RXN SMILES: [CH2:30]1[O:31][CH2:32][CH2:33][CH2:34]1.[CH3:1][C:2]1([CH3:29])[c:3]2[cH:4][cH:5][c:6]([CH:14]=[CH:15][C:16](=[O:17])[NH:18][c:19]3[c:20]([C:21](=[O:22])[O:23][CH3:24])[cH:25][cH:26][cH:27][cH:28]3)[cH:7][c:8]2[C:9]([CH3:12])([CH3:13])[CH2:10][CH2:11]1.[CH3:35][OH:36].[ClH:37].[OH2:38]>>[CH3:1][C:2]1([CH3:29])[c:3]2[cH:4][cH:5][c:6]([CH:14]=[CH:15][C:16](=[O:17])[NH:18][c:19]3[c:20]([C:21](=[O:22])[OH:23])[cH:25][cH:26][cH:27][cH:28]3)[cH:7][c:8]2[C:9]([CH3:12])([CH3:13])[CH2:10][CH2:11]1. Reactants: FC1=C(C(=O)O)C(=C(C(=C1)F)F)C (2,4,5-trifluoro- 6-methylbenzoic acid), C(C(=O)Cl)(=O)Cl (oxalyl chloride). The reagents and catalysts are CN(C)C=O (DMF). Run in ClCCl (dichloromethane). Conditions: time 2 hour. Product: FC1=C(C(=O)Cl)C(=C(C(=C1)F)F)C (2,4,5-Trifluoro-6-methylbenzoyl chloride). Isolated yield 99.0%. As a reaction SMILES: [F:1][C:2]1[CH:10]=[C:9]([F:11])[C:8]([F:12])=[C:7]([CH3:13])[C:3]=1[C:4](O)=[O:5].C(Cl)(=O)C([Cl:17])=O>CN(C=O)C.ClCCl>[F:1][C:2]1[CH:10]=[C:9]([F:11])[C:8]([F:12])=[C:7]([CH3:13])[C:3]=1[C:4]([Cl:17])=[O:5]. Reported procedure: A solution of 5.8 g (30.5 mmol) of 2,4,5-trifluoro- 6-methylbenzoic acid, 4.7 g (37.0 mmol) of oxalyl chloride, and 100 mL of dichloromethane was treated with three drops of DMF. The reaction mixture was stirred at room temperature for 2 hours, then concentrated to give 6.3 g of the title compound as an oily solid. The product was used "as is" in the next step. Starting materials: C1CCOC1, CC(C)C[AlH]CC(C)C, CC(C)C[AlH]CC(C)C, [Cl-], CCOC(=O)c1cc2cccc(F)c2n1C, [Mg+2], [NH4+], O=S(=O)([O-])[O-]. Yields the product Cn1c(CO)cc2cccc(F)c21. As a reaction SMILES: [CH2:43]1[O:44][CH2:45][CH2:46][CH2:47]1.[CH3:17][CH:18]([CH2:19][AlH:20][CH2:21][CH:22]([CH3:23])[CH3:24])[CH3:25].[CH3:26][CH:27]([CH2:28][AlH:29][CH2:30][CH:31]([CH3:32])[CH3:33])[CH3:34].[Cl-:35].[F:1][c:2]1[cH:3][cH:4][cH:5][c:6]2[cH:7][c:8]([C:12](=[O:13])[O:14][CH2:15][CH3:16])[n:9]([CH3:11])[c:10]12.[Mg+2:37].[NH4+:36].[O-:38][S:39](=[O:40])(=[O:41])[O-:42]>>[F:1][c:2]1[cH:3][cH:4][cH:5][c:6]2[cH:7][c:8]([CH2:12][OH:13])[n:9]([CH3:11])[c:10]12. Starting materials: C(C)OC(CCC1=C(C=CC(=C1)C(=O)C1=CC(=CC=C1)C(=O)OCC)O)=O (5-[[3-(ethoxycarbonyl)phenyl]carbonyl]-2-hydroxybenzenepropanoic acid ethyl ester), BrCCCCCCCCBr (1,8-dibromooctane). Yields the product C(C)OC(CCC1=C(C=CC(=C1)C(=O)C1=CC(=CC=C1)C(=O)OCC)OCCCCCCCCBr)=O (2-[(8-Bromooctyl)oxy]-5-[[3-(ethoxycarbonyl)phenyl]carbonyl]benzenepropanoic Acid Ethyl Ester). Yield: 72.6%. As a reaction SMILES: [CH2:1]([O:3][C:4](=[O:27])[CH2:5][CH2:6][C:7]1[CH:12]=[C:11]([C:13]([C:15]2[CH:20]=[CH:19][CH:18]=[C:17]([C:21]([O:23][CH2:24][CH3:25])=[O:22])[CH:16]=2)=[O:14])[CH:10]=[CH:9][C:8]=1[OH:26])[CH3:2].[Br:28][CH2:29][CH2:30][CH2:31][CH2:32][CH2:33][CH2:34][CH2:35][CH2:36]Br>>[CH2:1]([O:3][C:4](=[O:27])[CH2:5][CH2:6][C:7]1[CH:12]=[C:11]([C:13]([C:15]2[CH:20]=[CH:19][CH:18]=[C:17]([C:21]([O:23][CH2:24][CH3:25])=[O:22])[CH:16]=2)=[O:14])[CH:10]=[CH:9][C:8]=1[O:26][CH2:36][CH2:35][CH2:34][CH2:33][CH2:32][CH2:31][CH2:30][CH2:29][Br:28])[CH3:2]. Procedure: Starting with 0.370 g (1.0 mmol) of 5-[[3-(ethoxycarbonyl)phenyl]carbonyl]-2-hydroxybenzenepropanoic acid ethyl ester, and 2.17 g (7.98 mmol) of 1,8-dibromooctane, the title compound was obtained as a colorless oil, in 72.6% yield, using the procedure of example 21.